Dataset: the Open Reaction Database (ORD), a public repository of structured organic reaction records. Task: describe an organic reaction: reactants, conditions, products, and yield Reactants: C1CC2=CC=CC=C2C(C3=CC=CC=C31)O (dibenzosuberol), C(CC(=O)O)(=O)O (malonic acid). The product is C1=CC=CC=2C(C3=C(CCC21)C=CC=C3)CC(=O)O (10,11-dihydro-5H-dibenzo[a,d]cycloheptene-5-acetic acid). As a reaction SMILES: [CH2:1]1[C:15]2[C:10](=[CH:11][CH:12]=[CH:13][CH:14]=2)[CH:9](O)[C:8]2[C:3](=[CH:4][CH:5]=[CH:6][CH:7]=2)[CH2:2]1.C(O)(=O)[CH2:18][C:19]([OH:21])=[O:20]>>[CH:4]1[C:3]2[CH2:2][CH2:1][C:15]3[CH:14]=[CH:13][CH:12]=[CH:11][C:10]=3[CH:9]([CH2:18][C:19]([OH:21])=[O:20])[C:8]=2[CH:7]=[CH:6][CH:5]=1. Reported procedure: Thus, as outlined in Scheme III, dibenzosuberol (XVI) is heated with malonic acid to about 160° C. to afford 10,11-dihydro-5H-dibenzo[a,d]cycloheptene-5-acetic acid (XV). A solution of the acid (XV) in a solvent such as, for example, ethylene glycol dimethyl ether and the like in the presence of a base such as, for example, N,N-diisopropylethylamine and the like is reacted with pivaloyl chloride to afford the mixed anhydride (XIV) in situ. Reactants: [Cl-].CC=[N+]=CC (N,N-dimethylmethyleneammonium chloride), C(C)(=O)C=1NC2=CC=CC=C2C1 (2-acetylindole), C(C)#N (acetonitrile). Run at time 8 hour. Product: C(C)(=O)C=1NC2=CC=CC=C2C1CN(C)C (2-Acetyl-3-(N,N-dimethylaminomethyl)-indole). As a reaction SMILES: [Cl-].C[CH:3]=[N+:4]=[CH:5]C.[C:7]([C:10]1[NH:11][C:12]2[C:17]([CH:18]=1)=[CH:16][CH:15]=[CH:14][CH:13]=2)(=[O:9])[CH3:8].[C:19](#N)C>>[C:7]([C:10]1[NH:11][C:12]2[C:17]([C:18]=1[CH2:3][N:4]([CH3:5])[CH3:19])=[CH:16][CH:15]=[CH:14][CH:13]=2)(=[O:9])[CH3:8] |f:0.1|. Procedure: 187 g (2 mols) N,N-dimethylmethyleneammonium chloride are suspended under an inert gas (nitrogen or argon) in 28 liters anhydrous acetonitrile. The stirred suspension is mixed with 159 g (1 mol) pulverized and dried 2-acetylindole, heated to the boil and, while stirring continuously, uniformly cooled over the course of 7 hours to 25° C. It is stirred overnight at 20°-25° C. The acetonitrile is substantially distilled off under vacuum and the remaining residue taken up in 20 liters of water and a... The reactants are NC=1C=C(C=CC1)CC(=O)O (3-amino-phenylacetic acid), ClC=1C=CC(=C(C=O)C1)O (5-chloro-2-hydroxy-benzaldehyde), C(C)O (ethanol). The solvent is CO (methanol). The product is ClC=1C=CC(=C(C=NC=2C=C(C=CC2)CC(=O)O)C1)O (3-[(5-chloro-2-hydroxy-benzylidene)-amino]-phenylacetic acid). Yield: 69.6%. RXN SMILES: [NH2:1][C:2]1[CH:3]=[C:4]([CH2:8][C:9]([OH:11])=[O:10])[CH:5]=[CH:6][CH:7]=1.[Cl:12][C:13]1[CH:14]=[CH:15][C:16]([OH:21])=[C:17]([CH:20]=1)[CH:18]=O.C(O)C>CO>[Cl:12][C:13]1[CH:14]=[CH:15][C:16]([OH:21])=[C:17]([CH:20]=1)[CH:18]=[N:1][C:2]1[CH:3]=[C:4]([CH2:8][C:9]([OH:11])=[O:10])[CH:5]=[CH:6][CH:7]=1. Procedure details: Using the procedure of Sheeman et al [J.A.C.S., Vol. 84, (1982), p. 2457], 1.5 g of 3-amino-phenylacetic acid, 1.72 g of 5-chloro-2-hydroxy-benzaldehyde, 480 ml of 100% ethanol and 35 ml of methanol were reacted to obtain 2 g of 3-[(5-chloro-2-hydroxy-benzylidene)-amino]-phenylacetic acid. Starting materials: NC1=CC=C(C=C1)C=1N(C2=CC(=CC=C2C1C#N)OC1OCCC1)C1CC1 (2-(4-aminophenyl)-1-cyclopropyl-6-(tetrahydrofuran-2-yloxy)indole-3-carbonitrile), 4-nitrophenylchloroformate, C1(CC1)C(C)O (1-cyclopropylethanol). The solvent is N1=CC=CC=C1 (pyridine), O (water), C(Cl)Cl (DCM). Reaction conditions: temperature 35 celsius, time 2 hour. Yields the product title compound, C1(CC1)C(C)OC(NC1=CC=C(C=C1)C=1N(C2=CC(=CC=C2C1C#N)OC1OCCC1)C1CC1)=O ({4-[3-cyano-1-cyclopropyl-6-(tetrahydrofuran-2-yloxy)indol-2-yl]phenyl}carbamic acid 1-cyclopropylethyl ester). Isolated yield 67.9%. RXN SMILES: [NH2:1][C:2]1[CH:7]=[CH:6][C:5]([C:8]2[N:9]([CH:25]3[CH2:27][CH2:26]3)[C:10]3[C:15]([C:16]=2[C:17]#[N:18])=[CH:14][CH:13]=[C:12]([O:19][CH:20]2[CH2:24][CH2:23][CH2:22][O:21]2)[CH:11]=3)=[CH:4][CH:3]=1.C1C([N+]([O-])=O)=CC=C([Cl-][C:38]([O-])=[O:39])C=1.[CH:41]1([CH:44]([OH:46])[CH3:45])[CH2:43][CH2:42]1>N1C=CC=CC=1.O.C(Cl)Cl>[CH:41]1([CH:44]([O:46][C:38](=[O:39])[NH:1][C:2]2[CH:7]=[CH:6][C:5]([C:8]3[N:9]([CH:25]4[CH2:27][CH2:26]4)[C:10]4[C:15]([C:16]=3[C:17]#[N:18])=[CH:14][CH:13]=[C:12]([O:19][CH:20]3[CH2:24][CH2:23][CH2:22][O:21]3)[CH:11]=4)=[CH:4][CH:3]=2)[CH3:45])[CH2:43][CH2:42]1. Reported procedure: A mixture of 2-(4-aminophenyl)-1-cyclopropyl-6-(tetrahydrofuran-2-yloxy)indole-3-carbonitrile (36 mg, 0.1 mmol), 4-nitrophenylchloroformate (50 mg, 0.25 mmol) in pyridine (2.0 mL) is stirred at 35° C. for 2 h, followed by the addition of 1-cyclopropylethanol (98 μL, 1.0 mmol). The mixture is then stirred at 60° C. overnight and diluted with water (10 mL) and DCM (5 mL). The organic is washed with water (3×5 mL), HCl (2N, 3×5 mL), saturated NaHCO3 (3×5 mL) and chromatographed (silica gel, EtOAc/D... Reactants: CS(=O)(=O)Cl, Cl, Cn1c(C#N)ccc1-c1ccc(N)cc1C#N, c1ccncc1. Yields the product Cn1c(C#N)ccc1-c1ccc(NS(C)(=O)=O)cc1C#N. As a reaction SMILES: [CH3:1][S:2]([Cl:3])(=[O:4])=[O:5].[ClH:23].[NH2:6][c:7]1[cH:8][c:9]([C:21]#[N:22])[c:10](-[c:13]2[cH:14][cH:15][c:16]([C:19]#[N:20])[n:17]2[CH3:18])[cH:11][cH:12]1.[cH:24]1[cH:25][cH:26][n:27][cH:28][cH:29]1>>[CH3:1][S:2](=[O:4])(=[O:5])[NH:6][c:7]1[cH:8][c:9]([C:21]#[N:22])[c:10](-[c:13]2[cH:14][cH:15][c:16]([C:19]#[N:20])[n:17]2[CH3:18])[cH:11][cH:12]1.